This data is from the Open Reaction Database (ORD), a public repository of structured organic reaction records. The task is: describe an organic reaction: reactants, conditions, products, and yield The reactants are O=C([O-])[O-], CCOC(C)=O, O=C(O)CI, [K+], [K+], O, O=Cc1ccc(O)cc1, O=P(O)(O)O. Yields the product O=Cc1ccc(OCC(=O)O)cc1. Reaction SMILES: [C:15](=[O:16])([O-:17])[O-:18].[CH3:26][CH2:27][O:28][C:29](=[O:30])[CH3:31].[I:10][CH2:11][C:12](=[O:13])[OH:14].[K+:19].[K+:20].[OH2:32].[OH:1][c:2]1[cH:3][cH:4][c:5]([CH:6]=[O:7])[cH:8][cH:9]1.[P:21](=[O:22])([OH:23])([OH:24])[OH:25]>>[O:1]([c:2]1[cH:3][cH:4][c:5]([CH:6]=[O:7])[cH:8][cH:9]1)[CH2:11][C:12](=[O:13])[OH:14]. The reactants are [H-].[Na+] (NaH), IC (iodomethane), CN(C)C=O (DMF), Heterocycles, [Tl] (thallium), ClC=1C(=C2C(=CNC2=CC1)C=O)I (5-chloro-4-iodo-indole-3-carboxaldehyde). Yields the product IC1=C2C(=CNC2=CC=C1OC)C=O (4-iodo-5-methoxy-indole-3-carboxaldehyde), N-methyl. RXN SMILES: [Tl].Cl[C:3]1[C:4]([I:14])=[C:5]2[C:9](=[CH:10][CH:11]=1)[NH:8][CH:7]=[C:6]2[CH:12]=[O:13].[H-].[Na+].IC.CN([CH:22]=[O:23])C>>[I:14][C:4]1[C:3]([O:23][CH3:22])=[CH:11][CH:10]=[C:9]2[C:5]=1[C:6]([CH:12]=[O:13])=[CH:7][NH:8]2 |f:2.3,^1:0|. Procedure details: By employing thallium chemistry, the 4-iodo-5-methoxy-indole-3-carboxaldehyde was prepared according to the procedure of Moody, C. J.; Swann, E. J. Chem. Soc. Perkin 1 1993, 21, 2561 and the 5-chloro-4-iodo-indole-3-carboxaldehyde according to the procedure of Ohta, T.; Yamato, Y.; Tahira, H.; Somei M., Heterocycles 1987, 11, 2817 (and references therein). These derivatives were subsequently reacted with NaH and iodomethane in DMF to provide the corresponding N-methyl derivatives, which were the... Starting materials: Intermediate 14, ClC1=NC=CC(=N1)C1=C(N=C(S1)N1CCOCC1)C=1C(=C(N)C=CC1)F (3-(5-(2-chloropyrimidin-4-yl)-2-morpholinothiazol-4-yl)-2-fluoroaniline), C1(CC1)S(=O)(=O)Cl (cyclopropanesulfonyl chloride). Product: ClC1=NC=CC(=N1)C1=C(N=C(S1)N1CCOCC1)C=1C(=C(C=CC1)NS(=O)(=O)C1CC1)F (N-{3-[5-(2-Chloro-4-pyrimidinyl)-2-(4-morpholinyl)-1,3-thiazol-4-yl]-2-fluorophenyl}cyclopropanesulfonamide). As a reaction SMILES: [Cl:1][C:2]1[N:7]=[C:6]([C:8]2[S:12][C:11]([N:13]3[CH2:18][CH2:17][O:16][CH2:15][CH2:14]3)=[N:10][C:9]=2[C:19]2[C:20]([F:26])=[C:21]([CH:23]=[CH:24][CH:25]=2)[NH2:22])[CH:5]=[CH:4][N:3]=1.[CH:27]1([S:30](Cl)(=[O:32])=[O:31])[CH2:29][CH2:28]1>>[Cl:1][C:2]1[N:7]=[C:6]([C:8]2[S:12][C:11]([N:13]3[CH2:14][CH2:15][O:16][CH2:17][CH2:18]3)=[N:10][C:9]=2[C:19]2[C:20]([F:26])=[C:21]([NH:22][S:30]([CH:27]3[CH2:29][CH2:28]3)(=[O:32])=[O:31])[CH:23]=[CH:24][CH:25]=2)[CH:5]=[CH:4][N:3]=1. Procedure details: Following a procedure analogous to the procedure described in Intermediate 14 using 3-(5-(2-chloropyrimidin-4-yl)-2-morpholinothiazol-4-yl)-2-fluoroaniline (150 mg, 0.383 mmol) and cyclopropanesulfonyl chloride (0.039 mL, 0.383 mmol) the title compound of Step A was obtained as a yellow solid (125 mg, 66% yield). 1H NMR (400 MHz, DMSO-d6) δ ppm 9.71 (s, 1H), 8.27-8.39 (m, 1H), 7.54 (td, J=7.6, 1.7 Hz, 1H), 7.22-7.42 (m, 2H), 6.62-6.72 (m, 1H), 5.30 (s, 1H), 3.68 (t, J=4.7 Hz, 4H), 3.52 (t, J=4.6...